This data is from the Open Reaction Database (ORD), a public repository of structured organic reaction records. The task is: describe an organic reaction: reactants, conditions, products, and yield The reactants are CC(C)(C)OC(=O)NCC(=O)NCC(=O)O, CN(C)c1ccncc1, Oc1ccc(-c2nn(C3CCCC3)c3c(F)cccc23)cc1, ClCCl. The product is CC(C)(C)OC(=O)NCC(=O)NCC(=O)Oc1ccc(-c2nn(C3CCCC3)c3c(F)cccc23)cc1. RXN SMILES: [C:23]([CH3:24])([CH3:25])([CH3:26])[O:27][C:28](=[O:29])[NH:30][CH2:31][C:32](=[O:33])[NH:34][CH2:35][C:36](=[O:37])[OH:38].[CH3:39][N:40]([c:41]1[cH:42][cH:43][n:44][cH:45][cH:46]1)[CH3:47].[CH:1]1([n:6]2[n:7][c:8](-[c:16]3[cH:17][cH:18][c:19]([OH:22])[cH:20][cH:21]3)[c:9]3[cH:10][cH:11][cH:12][c:13]([F:15])[c:14]23)[CH2:2][CH2:3][CH2:4][CH2:5]1.[Cl:48][CH2:49][Cl:50]>>[CH:1]1([n:6]2[n:7][c:8](-[c:16]3[cH:17][cH:18][c:19]([O:22][C:36]([CH2:35][NH:34][C:32]([CH2:31][NH:30][C:28]([O:27][C:23]([CH3:24])([CH3:25])[CH3:26])=[O:29])=[O:33])=[O:37])[cH:20][cH:21]3)[c:9]3[cH:10][cH:11][cH:12][c:13]([F:15])[c:14]23)[CH2:2][CH2:3][CH2:4][CH2:5]1. The reactants are ClC1=NC(=NC(=C1C#N)Cl)NCCO (4,6-dichloro-2-(2-hydroxy-ethylamino)-pyrimidine-5-carbonitrile), NCC1CC1 (aminomethyl-cyclopropane), C(C)N(C(C)C)C(C)C (N-ethyl-diisopropylamine). Solvent: O1CCOCC1 (dioxane). Product: ClC1=NC(=NC(=C1C#N)NCC1CC1)NCCO (4-chloro-6-(cyclo-propylmethyl-amino)-2-(2-hydroxy-ethylamino)-pyrimidine-5-carbonitrile). Reaction SMILES: Cl[C:2]1[C:7]([C:8]#[N:9])=[C:6]([Cl:10])[N:5]=[C:4]([NH:11][CH2:12][CH2:13][OH:14])[N:3]=1.[NH2:15][CH2:16][CH:17]1[CH2:19][CH2:18]1.C(N(C(C)C)C(C)C)C>O1CCOCC1>[Cl:10][C:6]1[C:7]([C:8]#[N:9])=[C:2]([NH:15][CH2:16][CH:17]2[CH2:19][CH2:18]2)[N:3]=[C:4]([NH:11][CH2:12][CH2:13][OH:14])[N:5]=1. Procedure: In analogy to the procedure described in example 38b, 4,6-dichloro-2-(2-hydroxy-ethylamino)-pyrimidine-5-carbonitrile was treated with aminomethyl-cyclopropane in dioxane in the presence of N-ethyl-diisopropylamine at 90° C. to yield 4-chloro-6-(cyclo-propylmethyl-amino)-2-(2-hydroxy-ethylamino)-pyrimidine-5-carbonitrile as an amorphous, white solid; MS: [M+H]+=268. The reactants are solution, B (borane), C1CCOC1 (THF), C(C)(C)(C)OC(=O)NN=C1CCN(CC1)C(C)(C)C (N′-(1-tert-Butyl-piperidin-4-ylidene)-hydrazinecarboxylic acid tert-butyl ester). The solvent is Cl (HCl). Conditions: temperature 60 celsius, time 16 hour. The product is C(C)(C)(C)N1CCC(CC1)NN ((1-tert-butyl-piperidin-4-yl)-hydrazine). RXN SMILES: B.C1COCC1.C(OC([NH:14][N:15]=[C:16]1[CH2:21][CH2:20][N:19]([C:22]([CH3:25])([CH3:24])[CH3:23])[CH2:18][CH2:17]1)=O)(C)(C)C>Cl>[C:22]([N:19]1[CH2:18][CH2:17][CH:16]([NH:15][NH2:14])[CH2:21][CH2:20]1)([CH3:25])([CH3:23])[CH3:24]. Procedure details: A 1M solution borane in THF (28.7 mL, 28.7 mmol) was added to N′-(1-tert-Butyl-piperidin-4-ylidene)-hydrazinecarboxylic acid tert-butyl ester. The mixture was stirred for 16 h, and then 40 mL of 6M HCl was added. The mixture was heated to 60° C. for 30 min. The mixture was concentrated and 200 mL of petroleum ether was added, followed by powdered NaOH (5 g). The slurry was stirred manually for 30 min, and then the mixture was dried with MgSO4, filtered, and concentrated to give 1.21 g of (1-tert... Reactants: CC(=O)c1csc2ccc(OS(=O)(=O)c3ccccc3)cc12, [O-]Cl, Cl, [Na+], C1COCCO1, C#CCSc1ccc(OS(=O)(=O)c2ccccc2)cc1. Yields the product O=C(O)c1csc2ccc(OS(=O)(=O)c3ccccc3)cc12. Reaction SMILES: [C:1]([CH3:2])(=[O:3])[c:4]1[c:5]2[c:6]([s:7][cH:8]1)[cH:9][cH:10][c:11]([O:13][S:14](=[O:15])(=[O:16])[c:17]1[cH:18][cH:19][cH:20][cH:21][cH:22]1)[cH:12]2.[Cl:43][O-:44].[ClH:46].[Na+:45].[O:47]1[CH2:48][CH2:49][O:50][CH2:51][CH2:52]1.[c:23]1([S:24]([O:25][c:26]2[cH:27][cH:28][c:29]([S:31][CH2:32][C:33]#[CH:34])[cH:35][cH:36]2)(=[O:30])=[O:37])[cH:38][cH:39][cH:40][cH:41][cH:42]1>>[C:1](=[O:3])([c:4]1[c:5]2[c:6]([s:7][cH:8]1)[cH:9][cH:10][c:11]([O:13][S:14](=[O:15])(=[O:16])[c:17]1[cH:18][cH:19][cH:20][cH:21][cH:22]1)[cH:12]2)[OH:30]. The reactants are ClCCl (dichloromethane), COC(=O)C=1[C@@H]2[C@@H](C(OC1)O)[C@@]1([C@H](C2)O1)C ((4aS,6S,7R,7aR)-6,7-epoxy-1,4a,5,6,7,7a-hexahydro-1-hydroxy-7-methylcyclopenta[c]pyrane-4-carboxylic acid methylester), ClCC(=O)N=C=O (chloroacetylisocyanate). Solvent: CCCCCC.C(C)(=O)OCC (hexane ethyl acetate). Conditions: time 15 hour. Yields the product COC(=O)C=1[C@@H]2[C@@H]([C@H](OC1)OC(NC(CCl)=O)=O)[C@@]1([C@H](C2)O1)C ((1R,4aS,6S,7R,7aR)-1-(chloroacetylcarbamoyloxy)-6,7-epoxy-1,4a,5,6,7,7a-hexahydro-7-methylcyclopenta[c]pyrane-4-carboxylic acid methylester). Yield: 91.0%. As a reaction SMILES: ClCCl.[CH3:4][O:5][C:6]([C:8]1[C@H:9]2[CH2:17][C@@H:16]3[O:18][C@:15]3([CH3:19])[C@@H:10]2[CH:11]([OH:14])[O:12][CH:13]=1)=[O:7].[Cl:20][CH2:21][C:22]([N:24]=[C:25]=[O:26])=[O:23]>CCCCCC.C(OCC)(=O)C>[CH3:4][O:5][C:6]([C:8]1[C@H:9]2[CH2:17][C@@H:16]3[O:18][C@:15]3([CH3:19])[C@@H:10]2[C@@H:11]([O:14][C:25](=[O:26])[NH:24][C:22](=[O:23])[CH2:21][Cl:20])[O:12][CH:13]=1)=[O:7] |f:3.4|. Procedure details: A dichloromethane solution containing 100 mg of a known (4aS,6S,7R,7aR)-6,7-epoxy-1,4a,5,6,7,7a-hexahydro-1-hydroxy-7-methylcyclopenta[c]pyrane-4-carboxylic acid methylester was cooled with ice followed by addition of chloroacetylisocyanate (45 ml) and stirring for 15 hours at room temperature. The reaction mixture was then extracted with dichloromethane. After washing the organic phase with brine, it was dried over anhydrous magnesium sulfate. After distilling off the solvent under reduced pres... Starting materials: BrC1=CC=C(C=C1)C=1N=CNC1C1=CC=C(C=C1)Br (4,5-Di-(4-bromophenyl)imidazole), BrCCCCCCCC(=O)OCC (ethyl 8-bromooctanoate), C(=O)([O-])[O-].[K+].[K+] (K2CO3). The solvent is CC(CC)=O (2-butanone). Product: BrC1=CC=C(C=C1)C=1N=CN(C1C1=CC=C(C=C1)Br)CCCCCCCC(=O)OCC (ethyl 8-(4,5-di-(4-bromophenyl)imidazol-1-yl)-octanoate). Isolated yield 71.2%. RXN SMILES: [Br:1][C:2]1[CH:7]=[CH:6][C:5]([C:8]2[N:9]=[CH:10][NH:11][C:12]=2[C:13]2[CH:18]=[CH:17][C:16]([Br:19])=[CH:15][CH:14]=2)=[CH:4][CH:3]=1.Br[CH2:21][CH2:22][CH2:23][CH2:24][CH2:25][CH2:26][CH2:27][C:28]([O:30][CH2:31][CH3:32])=[O:29].C([O-])([O-])=O.[K+].[K+]>CC(=O)CC>[Br:19][C:16]1[CH:17]=[CH:18][C:13]([C:12]2[N:11]=[CH:10][N:9]([CH2:21][CH2:22][CH2:23][CH2:24][CH2:25][CH2:26][CH2:27][C:28]([O:30][CH2:31][CH3:32])=[O:29])[C:8]=2[C:5]2[CH:4]=[CH:3][C:2]([Br:1])=[CH:7][CH:6]=2)=[CH:14][CH:15]=1 |f:2.3.4|. Procedure details: 4,5-Di-(4-bromophenyl)imidazole (2.13 g) was treated with ethyl 8-bromooctanoate (2 g) and K2CO3 (0.5 g) in 2-butanone as described in Example 9 to give ethyl 8-(4,5-di-(4-bromophenyl)imidazol-1-yl)-octanoate (2.2 g, 52%) as a pale yellow oil.; Found: C, 55.13; H, 5.19; N, 5.18; Br; 28.76%; C28H28Br2N2O2 requires: C, 54.76; H, 5.15; N, 5.11; Br, 29.15% The reactants are O=C1NC=NC=C1C(=O)OCC (ethyl 3,4-dihydro-4-oxopyrimidine-5-carboxylate), P(=O)(Cl)(Cl)Cl (phosphorus oxychloride). Solvent: C(C)N(CC)CC (triethylamine). Product: ClC1=NC=NC=C1C(=O)OCC (Ethyl 4-chloropyrimidine-5-carboxylate). Yield: 86.0%. RXN SMILES: O=[C:2]1[C:7]([C:8]([O:10][CH2:11][CH3:12])=[O:9])=[CH:6][N:5]=[CH:4][NH:3]1.P(Cl)(Cl)([Cl:15])=O>C(N(CC)CC)C>[Cl:15][C:2]1[C:7]([C:8]([O:10][CH2:11][CH3:12])=[O:9])=[CH:6][N:5]=[CH:4][N:3]=1. Procedure: To a mixture of ethyl 3,4-dihydro-4-oxopyrimidine-5-carboxylate (3.54 g) (synthesized according to the method reported by A. R. Todd and F. Bergel on J. Chem. Soc., 364 (1937)) and triethylamine (2.13 g) was added dropwise under ice-cooling phosphorus oxychloride (21 ml), and the mixture was then heated for 1.5 hour under reflux. The reaction mixture was concentrated to dryness, which was poured into ice-water, followed by partitioning between chloroform and a saturated aqueous solution of sodiu...